This data is from the Open Reaction Database (ORD), a public repository of structured organic reaction records. The task is: describe an organic reaction: reactants, conditions, products, and yield The reactants are C(OC)(OC)=O (dimethyl carbonate), CN(C)C (trimethylamine), O (water). Solvent: CO (methanol). Conditions: time 3 hour. The product is C(O)([O-])=O.C[N+](C)(C)C (Tetramethylammonium hydrogencarbonate). As a reaction SMILES: [C:1](=[O:6])([O:4]C)[O:2]C.[CH3:7][N:8]([CH3:10])[CH3:9].O>CO>[C:1](=[O:2])([O-:6])[OH:4].[CH3:7][N+:8]([CH3:1])([CH3:10])[CH3:9] |f:4.5|. Reported procedure: 604 g of dimethyl carbonate, 394 g of trimethylamine, 300 g of water and 500 g of methanol were introduced in the same reactor as used in Preparation Example 1 and heated with stirring. After the temperature in the reactor reached 100° C., the reaction was continued for 3 hours at 100° C. Tetramethylammonium hydrogencarbonate was obtained in a yield of 90.3 mol % (based on trimethylamine). The reactants are OC1C=2C=CC=CC2C2(CCN(CC2)C)C2=CC=CC=C12 (10-Hydroxy-1'-methyl-9,10-dihydroanthracene-9-spiro-4'-piperidine), CC([O-])C.[Al+3].CC([O-])C.CC([O-])C (aluminium isopropoxide). The solvent is CC(=O)C (acetone). Conditions: temperature 220 celsius, time 30 minute. The product is CN1CCC2(CC1)C1=CC=CC=C1CC=1C=CC=CC12 (1'-methyl-9,10-dihydroanthracene-9-spiro-4'-piperidine). RXN SMILES: O[CH:2]1[C:21]2[C:16](=[CH:17][CH:18]=[CH:19][CH:20]=2)[C:9]2([CH2:14][CH2:13][N:12]([CH3:15])[CH2:11][CH2:10]2)[C:8]2[CH:7]=[CH:6][CH:5]=[CH:4][C:3]1=2.CC(C)[O-].[Al+3].CC(C)[O-].CC(C)[O-]>CC(C)=O>[CH3:15][N:12]1[CH2:11][CH2:10][C:9]2([C:16]3[CH:17]=[CH:18][CH:19]=[CH:20][C:21]=3[CH2:2][C:3]3[C:8]2=[CH:7][CH:6]=[CH:5][CH:4]=3)[CH2:14][CH2:13]1 |f:1.2.3.4|. Procedure details: 10-Hydroxy-1'-methyl-9,10-dihydroanthracene-9-spiro-4'-piperidine (whose preparation is described in Example 2) (1 g.) and aluminium isopropoxide (3.1 g.) are thoroughly mixed and heated to 220°C. When acetone ceases to distil off the reaction mixture is heated to 225°C. for 40 minutes and then allowed to cool. Concentrated hydrochloric acid (7 ml.) in water (10 ml.) is added and the mixture is stirred for 30 minutes, basified with 2N sodium hydroxide and extracted with ethyl acetate. The organi... The reactants are C1=CN(C=N1)C(=S)N2C=CN=C2 (N,N'-thiocarbonyldiimidazole), C1(CCCCC1)CN (cyclohexanemethylamine). The solvent is C(Cl)(Cl)Cl (chloroform), C(Cl)(Cl)Cl (chloroform). Reaction conditions: temperature 50 celsius, time 2 hour. Yields the product C1(CCCCC1)CNC(=S)NCC1CCCCC1 (1,3-bis(cyclohexylmethyl)thiourea). The yield is 720.9%. As a reaction SMILES: [CH:1]1N=C[N:3]([C:6]([N:8]2C=N[CH:10]=[CH:9]2)=[S:7])[CH:2]=1.[CH:13]1([CH2:19]N)[CH2:18][CH2:17][CH2:16]CC1>C(Cl)(Cl)Cl>[CH:10]1([CH2:9][NH:8][C:6]([NH:3][CH2:2][CH:1]2[CH2:16][CH2:17][CH2:18][CH2:13][CH2:19]2)=[S:7])[CH2:19][CH2:13][CH2:18][CH2:17][CH2:16]1. Reported procedure: A solution of N,N'-thiocarbonyldiimidazole (Aldrich, 90%, 3.64 g, 18.4 mmol) in chloroform (20 mL) was added dropwise to a solution of cyclohexanemethylamine (Aldrich, 98%, 5.00 g, 4.33 mmol) in chloroform (10 mL). The reaction mixture was then stirred at 50° C. for 2 h, cooled to ambient temperature, and washed with hydrochloric acid (0.1N, 3×50 mL) and water (50 mL). The organic layer was dried (magnesium sulfate), and concentrated under vacuum to a yellow solid, which was recrystallized from ... Starting materials: CN(c1ccccc1)S(=O)(=O)c1cc(-c2cnc(C(F)(F)F)cc2C#N)c(Cl)cc1OCC(=O)OC(C)(C)C, ClCCl, O=C(O)C(F)(F)F. Yields the product CN(c1ccccc1)S(=O)(=O)c1cc(-c2cnc(C(F)(F)F)cc2C#N)c(Cl)cc1OCC(=O)O. Reaction SMILES: [C:1]([CH3:2])([CH3:3])([CH3:4])[O:5][C:6]([CH2:7][O:8][c:9]1[c:10]([S:28]([N:29]([c:30]2[cH:31][cH:32][cH:33][cH:34][cH:35]2)[CH3:36])(=[O:37])=[O:38])[cH:11][c:12](-[c:16]2[cH:17][n:18][c:19]([C:24]([F:25])([F:26])[F:27])[cH:20][c:21]2[C:22]#[N:23])[c:13]([Cl:15])[cH:14]1)=[O:39].[Cl:47][CH2:48][Cl:49].[F:40][C:41]([F:42])([F:43])[C:44]([OH:45])=[O:46]>>[O:5]=[C:6]([CH2:7][O:8][c:9]1[c:10]([S:28]([N:29]([c:30]2[cH:31][cH:32][cH:33][cH:34][cH:35]2)[CH3:36])(=[O:37])=[O:38])[cH:11][c:12](-[c:16]2[cH:17][n:18][c:19]([C:24]([F:25])([F:26])[F:27])[cH:20][c:21]2[C:22]#[N:23])[c:13]([Cl:15])[cH:14]1)[OH:39]. Reactants: CO, CS(C)=O, Nc1cc(Cl)c(-n2cccc2)cc1[N+](=O)[O-], [K+], [OH-]. Product: COc1cc(N)c([N+](=O)[O-])cc1-n1cccc1. As a reaction SMILES: [CH3:17][OH:18].[CH3:21][S:22]([CH3:23])=[O:24].[Cl:1][c:2]1[c:3](-[n:12]2[cH:13][cH:14][cH:15][cH:16]2)[cH:4][c:5]([N+:9](=[O:10])[O-:11])[c:6]([NH2:8])[cH:7]1.[K+:20].[OH-:19]>>[c:2]1([O:18][CH3:17])[c:3](-[n:12]2[cH:13][cH:14][cH:15][cH:16]2)[cH:4][c:5]([N+:9](=[O:10])[O-:11])[c:6]([NH2:8])[cH:7]1. Product: COC([C@H](CC1=C(C=C(C=C1)OCC=1N=C(OC1C)C1=CC=C(C=C1)OC(C)C)CC)OCC)=O ((S)-2-ethoxy-3-{2-ethyl-4-[2-(4-isopropoxy-phenyl)-5-methyl-oxazol-4-ylmethoxy]-phenyl}-propionic acid methyl ester). Reported procedure: In analogy to the procedure described in example 1 f], (2S)-2-ethoxy-3-(2-ethyl-4-hydroxy-phenyl)-propionic acid methyl ester (example 8 g]) was reacted with 4-chloromethyl-2-(4-isopropoxy-phenyl)-5-methyl-oxazole (example 2 b]) in the presence of cesium carbonate and potassium iodide to yield (S)-2-ethoxy-3-{2-ethyl-4-[2-(4-isopropoxy-phenyl)-5-methyl-oxazol-4-ylmethoxy]-phenyl}-propionic acid methyl ester as colorless liquid. As a reaction SMILES: [CH3:1][O:2][C:3](=[O:18])[C@@H:4]([O:15][CH2:16][CH3:17])[CH2:5][C:6]1[CH:11]=[CH:10][C:9]([OH:12])=[CH:8][C:7]=1[CH2:13][CH3:14].Cl[CH2:20][C:21]1[N:22]=[C:23]([C:27]2[CH:32]=[CH:31][C:30]([O:33][CH:34]([CH3:36])[CH3:35])=[CH:29][CH:28]=2)[O:24][C:25]=1[CH3:26].C(=O)([O-])[O-].[Cs+].[Cs+].[I-].[K+]>>[CH3:1][O:2][C:3](=[O:18])[C@@H:4]([O:15][CH2:16][CH3:17])[CH2:5][C:6]1[CH:11]=[CH:10][C:9]([O:12][CH2:20][C:21]2[N:22]=[C:23]([C:27]3[CH:32]=[CH:31][C:30]([O:33][CH:34]([CH3:36])[CH3:35])=[CH:29][CH:28]=3)[O:24][C:25]=2[CH3:26])=[CH:8][C:7]=1[CH2:13][CH3:14] |f:2.3.4,5.6|. Starting materials: ClCC=1N=C(OC1C)C1=CC=C(C=C1)OC(C)C (4-chloromethyl-2-(4-isopropoxy-phenyl)-5-methyl-oxazole), C([O-])([O-])=O.[Cs+].[Cs+] (cesium carbonate), [I-].[K+] (potassium iodide), COC([C@H](CC1=C(C=C(C=C1)O)CC)OCC)=O ((2S)-2-ethoxy-3-(2-ethyl-4-hydroxy-phenyl)-propionic acid methyl ester).